This data is from the Open Reaction Database (ORD), a public repository of structured organic reaction records. The task is: describe an organic reaction: reactants, conditions, products, and yield The reactants are BrCC(=O)C=1C(=NOC1C)C1=CC=CC=C1 (4-(bromoacetyl)-5-methyl-3-phenylisoxazole), NC1=NC=CC=C1Cl (2-amino-3-chloropyridine). The product is ClC=1C=2N(C=CC1)C=C(N2)C=2C(=NOC2C)C2=CC=CC=C2 (8-Chloro-2-(5-methyl-3-phenyl-isoxazol-4-yl)-imidazo[1,2-a]pyridine). Isolated yield 76.0%. RXN SMILES: Br[CH2:2][C:3]([C:5]1[C:6]([C:11]2[CH:16]=[CH:15][CH:14]=[CH:13][CH:12]=2)=[N:7][O:8][C:9]=1[CH3:10])=O.[NH2:17][C:18]1[C:23]([Cl:24])=[CH:22][CH:21]=[CH:20][N:19]=1>>[Cl:24][C:23]1[C:18]2[N:19]([CH:2]=[C:3]([C:5]3[C:6]([C:11]4[CH:16]=[CH:15][CH:14]=[CH:13][CH:12]=4)=[N:7][O:8][C:9]=3[CH3:10])[N:17]=2)[CH:20]=[CH:21][CH:22]=1. Procedure: As described for Example 1, 4-(bromoacetyl)-5-methyl-3-phenylisoxazole (commercially available) (140 mg, 0.5 mmol) was converted, using 2-amino-3-chloropyridine instead of 2-aminopyridine, to the title compound (117 mg, 76%) which was obtained as a yellow foam. MS: m/e=310.3 [M+H]+. Reactants: COc1ccc2c(c1)CN(C(CCC(N)=O)C(=O)O)C=N2, CC(=O)OC(C)=O, CC(=O)Cl. The product is COc1ccc2c(c1)CN(C1CCC(=O)NC1=O)C=N2. Reaction SMILES: [C:1]([NH2:2])(=[O:3])[CH2:4][CH2:5][CH:6]([C:7](=[O:8])[OH:9])[N:10]1[CH:11]=[N:12][c:13]2[cH:14][cH:15][c:16]([O:20][CH3:21])[cH:17][c:18]2[CH2:19]1.[CH3:22][C:23]([O:24][C:25](=[O:26])[CH3:27])=[O:28].[CH3:29][C:30](=[O:31])[Cl:32]>>[C:1]1(=[O:3])[NH:2][C:7](=[O:8])[CH:6]([N:10]2[CH:11]=[N:12][c:13]3[cH:14][cH:15][c:16]([O:20][CH3:21])[cH:17][c:18]3[CH2:19]2)[CH2:5][CH2:4]1. The reactants are COC(=O)c1cc(OCc2ccccc2)cc(OCc2ccccc2)c1, CO, [Na+], C1COCCO1, [OH-]. The product is O=C(O)c1cc(OCc2ccccc2)cc(OCc2ccccc2)c1. Reaction SMILES: [CH3:1][O:2][C:3]([c:4]1[cH:5][c:6]([O:18][CH2:19][c:20]2[cH:21][cH:22][cH:23][cH:24][cH:25]2)[cH:7][c:8]([O:10][CH2:11][c:12]2[cH:13][cH:14][cH:15][cH:16][cH:17]2)[cH:9]1)=[O:26].[CH3:29][OH:30].[Na+:28].[O:31]1[CH2:32][CH2:33][O:34][CH2:35][CH2:36]1.[OH-:27]>>[O:2]=[C:3]([c:4]1[cH:5][c:6]([O:18][CH2:19][c:20]2[cH:21][cH:22][cH:23][cH:24][cH:25]2)[cH:7][c:8]([O:10][CH2:11][c:12]2[cH:13][cH:14][cH:15][cH:16][cH:17]2)[cH:9]1)[OH:26]. RXN SMILES: [Br:1][c:2]1[cH:3][c:4]([Cl:11])[cH:5][c:6]2[cH:7][n:8][nH:9][c:10]12.[CH2:12]([Li:13])[CH2:14][CH2:15][CH3:16].[CH2:20]1[O:21][CH2:22][CH2:23][CH2:24]1.[CH3:25][CH2:26][CH2:27][CH2:28][CH2:29][CH3:30].[O:17]=[C:18]=[O:19]>>[c:2]1([C:18](=[O:17])[OH:19])[cH:3][c:4]([Cl:11])[cH:5][c:6]2[cH:7][n:8][nH:9][c:10]12. The product is O=C(O)c1cc(Cl)cc2cn[nH]c12. Reactants: Clc1cc(Br)c2[nH]ncc2c1, [Li]CCCC, C1CCOC1, CCCCCC, O=C=O. Starting materials: C1(CC1)COCCOC1=CC=C(OCC2CO2)C=C1 (1-{4-[2-(cyclopropylmethoxy)-ethoxy]-phenoxy}-2,3-epoxy-propane), C(C)(C)(C)N (t-butylamine). Product: C1(CC1)COCCOC1=CC=C(OCC(CNC(C)(C)C)O)C=C1 (1-{4-[2-(cyclopropylmethoxy)-ethoxy]phenoxy}-3-t-butylamino-propan-2-ol). Yield: 74.0%. Reaction SMILES: [CH:1]1([CH2:4][O:5][CH2:6][CH2:7][O:8][C:9]2[CH:19]=[CH:18][C:12]([O:13][CH2:14][CH:15]3[O:17][CH2:16]3)=[CH:11][CH:10]=2)[CH2:3][CH2:2]1.[C:20]([NH2:24])([CH3:23])([CH3:22])[CH3:21]>>[CH:1]1([CH2:4][O:5][CH2:6][CH2:7][O:8][C:9]2[CH:19]=[CH:18][C:12]([O:13][CH2:14][CH:15]([OH:17])[CH2:16][NH:24][C:20]([CH3:23])([CH3:22])[CH3:21])=[CH:11][CH:10]=2)[CH2:3][CH2:2]1. Procedure details: Following the procedure of Example I, 1-{4-[2-(cyclopropylmethoxy)-ethoxy]-phenoxy}-2,3-epoxy-propane is prepared and then treated with t-butylamine. 7.6 g (yield=74%) of crude 1-{4-[2-(cyclopropylmethoxy)-ethoxy]phenoxy}-3-t-butylamino-propan-2-ol are thus obtained, and this material is converted to the fumarate by mixing stoichiometric amounts of the base and of the acid in solution in isopropanol. The neutral fumarate which has precipitated is filtered off and recrystallised from ethanol (yie... Reactants: O(C1=CC=CC=C1)C=1C=C(C=CC1)CCCC(C)(C)C1=CC=C(C=C1)O (1-(3-phenoxyphenyl)-4-(4-hydroxyphenyl)-4-methylpentane), C(=O)([O-])[O-].[K+].[K+] (K2CO3), C(C)(C)Br (isopropyl bromide), CN(C=O)C (dimethylformamide). The solvent is O (water). Run at temperature 130 celsius, time 2 hour. The product is O(C1=CC=CC=C1)C=1C=C(C=CC1)CCCC(C)(C)C1=CC=C(C=C1)OC(C)C (1-(3-phenoxyphenyl)-4-(4-isopropoxyphenyl)-4-methylpentane). RXN SMILES: [O:1]([C:8]1[CH:9]=[C:10]([CH2:14][CH2:15][CH2:16][C:17]([C:20]2[CH:25]=[CH:24][C:23]([OH:26])=[CH:22][CH:21]=2)([CH3:19])[CH3:18])[CH:11]=[CH:12][CH:13]=1)[C:2]1[CH:7]=[CH:6][CH:5]=[CH:4][CH:3]=1.C([O-])([O-])=O.[K+].[K+].[CH:33](Br)([CH3:35])[CH3:34].CN(C)C=O>O>[O:1]([C:8]1[CH:9]=[C:10]([CH2:14][CH2:15][CH2:16][C:17]([C:20]2[CH:21]=[CH:22][C:23]([O:26][CH:33]([CH3:35])[CH3:34])=[CH:24][CH:25]=2)([CH3:19])[CH3:18])[CH:11]=[CH:12][CH:13]=1)[C:2]1[CH:3]=[CH:4][CH:5]=[CH:6][CH:7]=1 |f:1.2.3|. Procedure: A mixture of 0.5 g of 1-(3-phenoxyphenyl)-4-(4-hydroxyphenyl)-4-methylpentane, 1.5 g of K2CO3, 3 ml of isopropyl bromide and 20 ml of dimethylformamide was stirred at 130° C. for two hours. The reaction mixture was poured into water and extracted with benzene. The benzene extract was washed with water and dried, and the solvent was evaporated under reduced pressure, and the residue was purified by column chromatography on silica gel (eluent: benzene) to give 0.3 g of 1-(3-phenoxyphenyl)-4-(4-iso... The reactants are FC(OC1=C(C(=CC=C1)[N+](=O)[O-])C)F (1-difluoromethoxy-2-methyl-3-nitrobenzene). The reagents and catalysts are [C].[Pd] (palladium-carbon). Run in C(C)O (ethanol). Conditions: time 8 hour. Yields the product FC(OC=1C(=C(N)C=CC1)C)F (3-difluoromethoxy-2-methylaniline). Isolated yield 100.1%. As a reaction SMILES: [F:1][CH:2]([F:14])[O:3][C:4]1[CH:9]=[CH:8][CH:7]=[C:6]([N+:10]([O-])=O)[C:5]=1[CH3:13]>[C].[Pd].C(O)C>[F:1][CH:2]([F:14])[O:3][C:4]1[C:5]([CH3:13])=[C:6]([CH:7]=[CH:8][CH:9]=1)[NH2:10] |f:1.2|. Procedure details: A mixture of the above-prepared 1-difluoromethoxy-2-methyl-3-nitrobenzene (described in Reference Preparation example 3) 7.50 g, palladium-carbon (palladium 5%) 0.8 g and ethanol 80 ml was stirred at room temperature under hydrogen atmosphere for eight hours. The reaction mixture was filtered and the filtrate was concentrated to give 3-difluoromethoxy-2-methylaniline 6.4 g. Starting materials: BrCCCCCCBr, [Na+], [OH-], O, O=S(=O)(O)O, OCCCc1ccccc1. Yields the product BrCCCCCCOCCCc1ccccc1. As a reaction SMILES: [Br:16][CH2:17][CH2:18][CH2:19][CH2:20][CH2:21][CH2:22][Br:23].[Na+:25].[OH-:24].[OH2:26].[S:11]([OH:12])([OH:13])(=[O:14])=[O:15].[c:1]1([CH2:7][CH2:8][CH2:9][OH:10])[cH:2][cH:3][cH:4][cH:5][cH:6]1>>[c:1]1([CH2:7][CH2:8][CH2:9][O:10][CH2:22][CH2:21][CH2:20][CH2:19][CH2:18][CH2:17][Br:16])[cH:2][cH:3][cH:4][cH:5][cH:6]1.